From a dataset of the Open Reaction Database (ORD), a public repository of structured organic reaction records. describe an organic reaction: reactants, conditions, products, and yield Starting materials: NC1=CC=C(C=C1)O (4-aminophenol), CC(C)([O-])C.[K+] (potassium tert-butoxide), C1CCOC1 (THF), ClC1=CC(=NC=C1)C(=O)NC ((4-chloro(2-pyridyl))-N-methylcarboxamide), C([O-])([O-])=O.[K+].[K+] (potassium carbonate). The solvent is CN(C)C=O (DMF). Reaction conditions: temperature 80 celsius, time 2 hour. Product: CNC(=O)C1=NC=CC(=C1)OC1=CC=C(C=C1)N (4-(4-amino-phenoxy)-pyridine-2-carboxylic acid methylamide). Isolated yield 98.3%. Reaction SMILES: [NH2:1][C:2]1[CH:7]=[CH:6][C:5]([OH:8])=[CH:4][CH:3]=1.CC(C)([O-])C.[K+].C1COCC1.Cl[C:21]1[CH:26]=[CH:25][N:24]=[C:23]([C:27]([NH:29][CH3:30])=[O:28])[CH:22]=1.C(=O)([O-])[O-].[K+].[K+]>CN(C=O)C>[CH3:30][NH:29][C:27]([C:23]1[CH:22]=[C:21]([O:8][C:5]2[CH:6]=[CH:7][C:2]([NH2:1])=[CH:3][CH:4]=2)[CH:26]=[CH:25][N:24]=1)=[O:28] |f:1.2,5.6.7|. Procedure: To a solution of 4-aminophenol (1 g, 9.2 mmol) in DMF (20 mL) was added 1M potassium tert-butoxide in THF (9.7 mL, 9.7 mmol) at room temperature. After 2 h, (4-chloro(2-pyridyl))-N-methylcarboxamide (1.6 g, 9.2 mmol) and potassium carbonate (0.64 g, 4.6 mmol) were added and then the reaction mixture was heated to 80° C. for 6 h. After cooling, the reaction mixture was extracted with ethyl acetate (50 mL). The organic layer was washed with brine (20 mL), dried over magnesium sulfate. The solvent ... The yield is 58.3%. The product is C(C)N1C2=C(NC(C3=C1N=CC(=C3)[N+](=O)[O-])=O)C=CC=N2 (5,11-Dihydro-11-ethyl-8-nitro-6H-dipyrido[3,2-b:2',3'-e][1,4]diazepin-6-on). Starting materials: ClC1=NC=C(C=C1C(=O)NC=1C(=NC=CC1)NCC)[N+](=O)[O-] (2-chloro-N-(2-ethylamino-3-pyridinyl)-5-nitro-3-pyridinecarboxamide). The solvent is C=1(C(=CC=CC1)C)C (xylene). RXN SMILES: Cl[C:2]1[C:7]([C:8]([NH:10][C:11]2[C:12]([NH:17][CH2:18][CH3:19])=[N:13][CH:14]=[CH:15][CH:16]=2)=[O:9])=[CH:6][C:5]([N+:20]([O-:22])=[O:21])=[CH:4][N:3]=1>C1(C)C(C)=CC=CC=1>[CH2:18]([N:17]1[C:2]2[N:3]=[CH:4][C:5]([N+:20]([O-:22])=[O:21])=[CH:6][C:7]=2[C:8](=[O:9])[NH:10][C:11]2[CH:16]=[CH:15][CH:14]=[N:13][C:12]1=2)[CH3:19]. Procedure: A solution of 1.80 g of 2-chloro-N-(2-ethylamino-3-pyridinyl)-5-nitro-3-pyridinecarboxamide in 25 ml of xylene was refluxed for four hours. After concentrating in vacuo, the residue was purified on a silical gel column eluting with 50% ethyl acetate/hexane to give 0.93 g of the title compound. The product is Cc1cc(OC(CC(C)C)c2ccc(C(=O)NCCC(=O)O)s2)cc(C)c1-c1ccc(C(F)(F)F)cc1. The reactants are COC(=O)CCNC(=O)c1ccc(C(CC(C)C)Oc2cc(C)c(-c3ccc(C(F)(F)F)cc3)c(C)c2)s1, CO, Cl, [Na+], [OH-]. Reaction SMILES: [CH3:1][O:2][C:3]([CH2:4][CH2:5][NH:6][C:7](=[O:8])[c:9]1[s:10][c:11]([CH:14]([CH2:15][CH:16]([CH3:17])[CH3:18])[O:19][c:20]2[cH:21][c:22]([CH3:37])[c:23](-[c:27]3[cH:28][cH:29][c:30]([C:33]([F:34])([F:35])[F:36])[cH:31][cH:32]3)[c:24]([CH3:26])[cH:25]2)[cH:12][cH:13]1)=[O:38].[CH3:42][OH:43].[ClH:41].[Na+:40].[OH-:39]>>[O:2]=[C:3]([CH2:4][CH2:5][NH:6][C:7](=[O:8])[c:9]1[s:10][c:11]([CH:14]([CH2:15][CH:16]([CH3:17])[CH3:18])[O:19][c:20]2[cH:21][c:22]([CH3:37])[c:23](-[c:27]3[cH:28][cH:29][c:30]([C:33]([F:34])([F:35])[F:36])[cH:31][cH:32]3)[c:24]([CH3:26])[cH:25]2)[cH:12][cH:13]1)[OH:38]. Product: CN(C)c1nnc(C#N)c2cc(C(=O)Nc3cccc(C(F)(F)F)c3)ccc12. Starting materials: N#C[Cu], CN(C)c1nnc(I)c2cc(C(=O)Nc3cccc(C(F)(F)F)c3)ccc12, c1ccncc1. As a reaction SMILES: [Cu:28][C:29]#[N:30].[F:1][C:2]([c:3]1[cH:4][c:5]([NH:9][C:10](=[O:11])[c:12]2[cH:13][c:14]3[c:15]([I:25])[n:16][n:17][c:18]([N:22]([CH3:23])[CH3:24])[c:19]3[cH:20][cH:21]2)[cH:6][cH:7][cH:8]1)([F:26])[F:27].[cH:31]1[cH:32][cH:33][n:34][cH:35][cH:36]1>>[F:1][C:2]([c:3]1[cH:4][c:5]([NH:9][C:10](=[O:11])[c:12]2[cH:13][c:14]3[c:15]([C:29]#[N:30])[n:16][n:17][c:18]([N:22]([CH3:23])[CH3:24])[c:19]3[cH:20][cH:21]2)[cH:6][cH:7][cH:8]1)([F:26])[F:27]. The reactants are TEA, C(C)(=O)Cl (acetyl chloride), NC=1C=CC(=C(C1)C(=O)N1CCC(CC1)N1N=C(C(C1=O)(C)C)C1=CC(=C(C=C1)OC)OC)Cl (2-{1-[(5-amino-2-chlorophenyl)carbonyl]piperidin-4-yl}-5-(3,4-dimethoxyphenyl)-4,4-dimethyl-2,4-dihydro-3H-pyrazol-3-one). The solvent is C(Cl)Cl (DCM). Run at time 16 hour. Yields the product ClC1=C(C=C(C=C1)NC(C)=O)C(=O)N1CCC(CC1)N1N=C(C(C1=O)(C)C)C1=CC(=C(C=C1)OC)OC (N-[4-chloro-3-({4-[3-(3,4-dimethoxyphenyl)-4,4-dimethyl-5-oxo-4,5-dihydro-1H-pyrazol-1-yl]piperidin-1-yl}carbonyl)phenyl]acetamide). RXN SMILES: [NH2:1][C:2]1[CH:3]=[CH:4][C:5]([Cl:34])=[C:6]([C:8]([N:10]2[CH2:15][CH2:14][CH:13]([N:16]3[C:20](=[O:21])[C:19]([CH3:23])([CH3:22])[C:18]([C:24]4[CH:29]=[CH:28][C:27]([O:30][CH3:31])=[C:26]([O:32][CH3:33])[CH:25]=4)=[N:17]3)[CH2:12][CH2:11]2)=[O:9])[CH:7]=1.[C:35](Cl)(=[O:37])[CH3:36]>C(Cl)Cl>[Cl:34][C:5]1[CH:4]=[CH:3][C:2]([NH:1][C:35](=[O:37])[CH3:36])=[CH:7][C:6]=1[C:8]([N:10]1[CH2:11][CH2:12][CH:13]([N:16]2[C:20](=[O:21])[C:19]([CH3:23])([CH3:22])[C:18]([C:24]3[CH:29]=[CH:28][C:27]([O:30][CH3:31])=[C:26]([O:32][CH3:33])[CH:25]=3)=[N:17]2)[CH2:14][CH2:15]1)=[O:9]. Reported procedure: 0.18 g of 2-{1-[(5-amino-2-chlorophenyl)carbonyl]piperidin-4-yl}-5-(3,4-dimethoxyphenyl)-4,4-dimethyl-2,4-dihydro-3H-pyrazol-3-one (compound described in example 91) are dissolved in 5 ml of DCM, 0.17 ml TEA and 0.032 ml acetyl chloride are added, and the reaction mixture is stirred at RT for about 16 h until the reaction is completed according to TLC analysis. The mixture is washed with 0.5 M aqueous sulfuric acid, twice with 1 M aqueous sodium carbonate solution and with brine. The organic pha... Reaction SMILES: Br[C:2]1[CH:7]=[CH:6][CH:5]=[CH:4][C:3]=1[S:8]([NH2:11])(=[O:10])=[O:9].[C:12]([C:15]1[CH:20]=[CH:19][C:18](B(O)O)=[CH:17][CH:16]=1)([OH:14])=[O:13].C1(C)C=CC=CC=1.C(=O)([O-])[O-].[Na+].[Na+]>C1C=CC([P]([Pd]([P](C2C=CC=CC=2)(C2C=CC=CC=2)C2C=CC=CC=2)([P](C2C=CC=CC=2)(C2C=CC=CC=2)C2C=CC=CC=2)[P](C2C=CC=CC=2)(C2C=CC=CC=2)C2C=CC=CC=2)(C2C=CC=CC=2)C2C=CC=CC=2)=CC=1.O.C(OCC)C>[NH2:11][S:8]([C:3]1[CH:4]=[CH:5][CH:6]=[CH:7][C:2]=1[C:18]1[CH:19]=[CH:20][C:15]([C:12]([OH:14])=[O:13])=[CH:16][CH:17]=1)(=[O:10])=[O:9] |f:3.4.5,^1:40,42,61,80|. Yield: 57.4%. Procedure details: 2-Bromobenzenesulfonamide (800 mg) and 4-carboxyphenylboronic acid (563 mg) were suspended in a mixed solvent of toluene (5 ml) and water (5 ml). Tetrakis(triphenylphosphine)palladium (392 mg) and anhydrous sodium carbonate (1.08 g) were successively added to the suspension, and the mixture was heated under reflux overnight. After the reaction mixture was cooled to room temperature, diethyl ether and water were added to conduct liquid separation. The resultant organic layer was extracted twice w... The solvent is O (water), C(C)OCC (diethyl ether), O (water). Starting materials: BrC1=C(C=CC=C1)S(=O)(=O)N (2-Bromobenzenesulfonamide), C([O-])([O-])=O.[Na+].[Na+] (sodium carbonate), C(=O)(O)C1=CC=C(C=C1)B(O)O (4-carboxyphenylboronic acid), C1(=CC=CC=C1)C (toluene). The product is NS(=O)(=O)C1=C(C=CC=C1)C1=CC=C(C=C1)C(=O)O (2′-Aminosulfonyl-1,1′-biphenyl-4-carboxylic acid). The reagents and catalysts are C=1C=CC(=CC1)[P](C=2C=CC=CC2)(C=3C=CC=CC3)[Pd]([P](C=4C=CC=CC4)(C=5C=CC=CC5)C=6C=CC=CC6)([P](C=7C=CC=CC7)(C=8C=CC=CC8)C=9C=CC=CC9)[P](C=1C=CC=CC1)(C=1C=CC=CC1)C=1C=CC=CC1 (Tetrakis(triphenylphosphine)palladium).